Dataset: the Open Reaction Database (ORD), a public repository of structured organic reaction records. Task: describe an organic reaction: reactants, conditions, products, and yield The reactants are ClC1=CC2=C(N(C(N2)=O)C(C)C)C=C1[N+](=O)[O-] (5-chloro-1-isopropyl-6-nitrobenzimidazol-2-one), C1(OCCO1)=O (ethylene carbonate), P(=O)(Cl)(Cl)Cl (phosphorus oxychloride). Yields the product ClC1=NC2=C(N1C(C)C)C=C(C(=C2)Cl)[N+](=O)[O-] (2,5-dichloro-1-isopropyl-6-nitrobenzimidazole). RXN SMILES: [Cl:1][C:2]1[C:14]([N+:15]([O-:17])=[O:16])=[CH:13][C:5]2[N:6]([CH:10]([CH3:12])[CH3:11])[C:7](=O)[NH:8][C:4]=2[CH:3]=1.C1(=O)OCCO1.P(Cl)(Cl)([Cl:26])=O>>[Cl:26][C:7]1[N:6]([CH:10]([CH3:12])[CH3:11])[C:5]2[CH:13]=[C:14]([N+:15]([O-:17])=[O:16])[C:2]([Cl:1])=[CH:3][C:4]=2[N:8]=1. Reported procedure: To 5-chloro-1-isopropyl-6-nitrobenzimidazol-2-one (1.0 g) were added ethylene carbonate (0.7 g) and phosphorus oxychloride (1.1 ml) and the mixture was refluxed for 5 hours. Phosphorus oxychloride was distilled off under reduced pressure and the residue was dissolved in ethyl acetate and the solution was added to ice-water and the mixture was neutralized with an aqueous sodium hydroxide solution. The organic layer was washed with water and dried over anhydrous magnesium sulfate and then the solv... Starting materials: ClCC1CNC=2C=C(C3=C(C12)C=CC(=C3)NC(=O)OC(C)(C)C)[N+](=O)[O-] (tert-butyl 1-(chloromethyl)-5-nitro-1,2-dihydro-3H-benzo[e]indole-7-carbamate), Cl.CN(CCOC=1C=C2C=C(NC2=CC1)C(=O)O)C (5-[2-(dimethylamino)ethoxy]indole-2-carboxylic acid hydrochloride), CCN=C=NCCCN(C)C (EDCI), CC=1C=CC(=CC1)S(=O)(=O)O (TsOH), N (NH3). Run in CC(=O)N(C)C (DMA). Run at time 1 hour. Product: ClCC1CN(C=2C=C(C3=C(C12)C=CC(=C3)NC(=O)OC(C)(C)C)[N+](=O)[O-])C(=O)C=3NC1=CC=C(C=C1C3)OCCN(C)C (tert-butyl 1-(chloromethyl)-3-{5-[2-(dimethylamino)ethoxy]indol-2-carbonyl}-5-nitro-1,2-dihydro-3H-benzo[e]indole-7-carbamate). The yield is 74.8%. Reaction SMILES: [Cl:1][CH2:2][CH:3]1[C:11]2[C:10]3[CH:12]=[CH:13][C:14]([NH:16][C:17]([O:19][C:20]([CH3:23])([CH3:22])[CH3:21])=[O:18])=[CH:15][C:9]=3[C:8]([N+:24]([O-:26])=[O:25])=[CH:7][C:6]=2[NH:5][CH2:4]1.Cl.[CH3:28][N:29]([CH3:45])[CH2:30][CH2:31][O:32][C:33]1[CH:34]=[C:35]2[C:39](=[CH:40][CH:41]=1)[NH:38][C:37]([C:42](O)=[O:43])=[CH:36]2.CCN=C=NCCCN(C)C.CC1C=CC(S(O)(=O)=O)=CC=1.N>CC(N(C)C)=O>[Cl:1][CH2:2][CH:3]1[C:11]2[C:10]3[CH:12]=[CH:13][C:14]([NH:16][C:17]([O:19][C:20]([CH3:23])([CH3:21])[CH3:22])=[O:18])=[CH:15][C:9]=3[C:8]([N+:24]([O-:26])=[O:25])=[CH:7][C:6]=2[N:5]([C:42]([C:37]2[NH:38][C:39]3[C:35]([CH:36]=2)=[CH:34][C:33]([O:32][CH2:31][CH2:30][N:29]([CH3:45])[CH3:28])=[CH:41][CH:40]=3)=[O:43])[CH2:4]1 |f:1.2|. Procedure details: A mixture of 222 (75 mg, 0.20 mmol), 5-[2-(dimethylamino)ethoxy]indole-2-carboxylic acid hydrochloride (73 mg, 0.26 mmol), EDCI (152 mg, 0.79 mmol) and TsOH (5 mg, 0.03 mmol) in DMA (1.5 mL) was stirred at room temperature for 1 h, then poured into dilute aqueous NH3. The precipitate was collected, washed with water, and dissolved in CH2Cl2 (250 mL). The solution was dried, filtered, concentrated under reduced pressure to a small volume, and then diluted with i-Pr2O to give tert-butyl 1-(chlorom... The reactants are O=C([O-])[O-], [Cu], Fc1ccccc1I, [K+], [K+], Nc1c(F)cccc1C(=O)O, OC1CCCCC1. Product: O=C(O)c1cccc(F)c1Nc1ccccc1F. RXN SMILES: [C:12](=[O:13])([O-:14])[O-:15].[Cu:33].[F:18][c:19]1[c:20]([I:25])[cH:21][cH:22][cH:23][cH:24]1.[K+:16].[K+:17].[NH2:1][c:2]1[c:3]([C:4](=[O:5])[OH:6])[cH:7][cH:8][cH:9][c:10]1[F:11].[OH:26][CH:27]1[CH2:28][CH2:29][CH2:30][CH2:31][CH2:32]1>>[NH:1]([c:2]1[c:3]([C:4](=[O:5])[OH:6])[cH:7][cH:8][cH:9][c:10]1[F:11])[c:20]1[c:19]([F:18])[cH:24][cH:23][cH:22][cH:21]1.